Dataset: the Open Reaction Database (ORD), a public repository of structured organic reaction records. Task: describe an organic reaction: reactants, conditions, products, and yield The reactants are CC1(OB(OC1(C)C)C1=C2C(=NC=C1)N(N=C2)C(C2=CC=CC=C2)(C2=CC=CC=C2)C2=CC=CC=C2)C (4-(4,4,5,5-tetramethyl-1,3,2-dioxaborolan-2-yl)-1-trityl-1H-pyrazolo[3,4-b]pyridine), BrC=1C=C(C=CC1)C(C#N)(CC)C (2-(3-bromophenyl)-2-methylbutanenitrile), aqueous solution, C([O-])([O-])=O.[Na+].[Na+] (sodium carbonate). The reagents and catalysts are CC(C)([P](C(C)(C)C)([Pd][P](C(C)(C)C)(C(C)(C)C)C(C)(C)C)C(C)(C)C)C (Bis(tri-tert-butylphosphine)palladium(0)). Solvent: O1CCOCC1 (dioxane). Conditions: time 18 hour. The product is CC(C#N)(CC)C1=CC(=CC=C1)C1=C2C(=NC=C1)N(N=C2)C(C2=CC=CC=C2)(C2=CC=CC=C2)C2=CC=CC=C2 (2-methyl-2-(3-(1-trityl-1H-pyrazolo[3,4-b]pyridin-4-yl)phenyl)butanenitrile). Yield: 0.1%. Reaction SMILES: CC1(C)C(C)(C)OB([C:9]2[CH:14]=[CH:13][N:12]=[C:11]3[N:15]([C:18]([C:31]4[CH:36]=[CH:35][CH:34]=[CH:33][CH:32]=4)([C:25]4[CH:30]=[CH:29][CH:28]=[CH:27][CH:26]=4)[C:19]4[CH:24]=[CH:23][CH:22]=[CH:21][CH:20]=4)[N:16]=[CH:17][C:10]=23)O1.Br[C:39]1[CH:40]=[C:41]([C:45]([CH3:50])([CH2:48][CH3:49])[C:46]#[N:47])[CH:42]=[CH:43][CH:44]=1.C(=O)([O-])[O-].[Na+].[Na+]>O1CCOCC1.CC(C)([P](C(C)(C)C)([Pd][P](C(C)(C)C)(C(C)(C)C)C(C)(C)C)C(C)(C)C)C>[CH3:50][C:45]([C:41]1[CH:40]=[CH:39][CH:44]=[C:43]([C:9]2[CH:14]=[CH:13][N:12]=[C:11]3[N:15]([C:18]([C:19]4[CH:20]=[CH:21][CH:22]=[CH:23][CH:24]=4)([C:25]4[CH:30]=[CH:29][CH:28]=[CH:27][CH:26]=4)[C:31]4[CH:36]=[CH:35][CH:34]=[CH:33][CH:32]=4)[N:16]=[CH:17][C:10]=23)[CH:42]=1)([CH2:48][CH3:49])[C:46]#[N:47] |f:2.3.4,^1:65,71|. Reported procedure: A suspension of 4-(4,4,5,5-tetramethyl-1,3,2-dioxaborolan-2-yl)-1-trityl-1H-pyrazolo[3,4-b]pyridine (307 mg, 0.630 mmol), 2-(3-bromophenyl)-2-methylbutanenitrile (150 mg, 0.630 mmol) and 2 M aqueous solution of sodium carbonate (0.945 ml, 1.89 mmol) in dioxane (4 ml) was degassed by vacuum/nitrogen cycles (×5). Bis(tri-tert-butylphosphine)palladium(0) (16.10 mg, 0.032 mmol) was added and the resultant mixture was degassed by vacuum/nitrogen cycles (×5) and stirred at room temperature for 18 hour... Starting materials: C1(CC1)C(CC1=CC(=NC=C1)N)C1=CC=CC=C1 (4-(2-cyclopropyl-2-phenyl-ethyl)-pyridin-2-ylamine), C(C)O (ethanol), C([O-])([O-])=O.[K+].[K+] (potassium carbonate), C(C1=CC=CC=C1)(=O)N=C=O (benzoyl isocynate). Run in C(Cl)Cl (methylene chloride). Run at temperature 50 celsius. The product is C1(CC1)C(CC1=CC(=NC=C1)NC(=O)N)C1=CC=CC=C1 ([4-(2-Cyclopropyl-2-phenyl-ethyl)-pyridin-2-yl]-urea). Isolated yield 9.7%. RXN SMILES: [CH:1]1([CH:4]([C:13]2[CH:18]=[CH:17][CH:16]=[CH:15][CH:14]=2)[CH2:5][C:6]2[CH:11]=[CH:10][N:9]=[C:8]([NH2:12])[CH:7]=2)[CH2:3][CH2:2]1.[C:19]([N:27]=C=O)(=[O:26])C1C=CC=CC=1.C(O)C.C(=O)([O-])[O-].[K+].[K+]>C(Cl)Cl>[CH:1]1([CH:4]([C:13]2[CH:18]=[CH:17][CH:16]=[CH:15][CH:14]=2)[CH2:5][C:6]2[CH:11]=[CH:10][N:9]=[C:8]([NH:12][C:19]([NH2:27])=[O:26])[CH:7]=2)[CH2:3][CH2:2]1 |f:3.4.5|. Procedure details: The crude 4-(2-cyclopropyl-2-phenyl-ethyl)-pyridin-2-ylamine (70 mg) is dissolved in methylene chloride (2 mL). Then benzoyl isocynate (86 mg, 0.59 mmol) is added. The reaction mixture is sealed and heated at 50° C. for 16 hour. The solvent is then carefully removed and to the residue are added ethanol (2 mL) and potassium carbonate (61 mg, 0.44 mmol). The resulting mixture is heated at 85° C. for 45 min. Then solvent is removed and the residue is partitioned between water (35 mL) and EtOAc (55 ... Reactants: FC=1C=C2C(=CN(C2=CC1)C)C=O (5-fluoro-1-methylindole-3-carbaldehyde), NC1=C(C=C(C=C1)CC(=O)OC)O (methyl 4-amino-3-hydroxyphenylacetate), C(C)(=O)O.C(C)(=O)O.IC1=CC=CC=C1 (Iodobenzene diacetate). Run in C(C)O (ethanol). Run at time 18 hour. Yields the product FC=1C=C2C(=CN(C2=CC1)C)C=1OC2=C(N1)C=CC(=C2)CC(=O)OC (methyl (2-(5-fluoro-1-methyl-3-indolyl)-6-benzoxazolyl)acetate). The yield is 49.4%. As a reaction SMILES: [F:1][C:2]1[CH:3]=[C:4]2[C:8](=[CH:9][CH:10]=1)[N:7]([CH3:11])[CH:6]=[C:5]2[CH:12]=[O:13].[NH2:14][C:15]1[CH:20]=[CH:19][C:18]([CH2:21][C:22]([O:24][CH3:25])=[O:23])=[CH:17][C:16]=1O.C(O)(=O)C.C(O)(=O)C.IC1C=CC=CC=1>C(O)C>[F:1][C:2]1[CH:3]=[C:4]2[C:8](=[CH:9][CH:10]=1)[N:7]([CH3:11])[CH:6]=[C:5]2[C:12]1[O:13][C:16]2[CH:17]=[C:18]([CH2:21][C:22]([O:24][CH3:25])=[O:23])[CH:19]=[CH:20][C:15]=2[N:14]=1 |f:2.3.4|. Procedure details: In ethanol (25 ml), 5-fluoro-1-methylindole-3-carbaldehyde (989 mg, 5.58 mmol) and methyl 4-amino-3-hydroxyphenylacetate (1.27 g, 6.99 mmol) were stirred at room temperature for 9 hours. Iodobenzene diacetate (2.16 g, 6.69 mmol) was added and the mixture was stirred further at room temperature for 18 hours. The reaction mixture was distilled under reduced pressure to remove the solvent. The residue thus obtained was purified by chromatography on a silica gel column, whereby from n-hexane-ethyl a... Reactants: [BH4-].[Na+] (Sodium borohydride), ice, ClC1=C(C=O)C(=CC(=C1)C)F (2-chloro-6-fluoro-4-methylbenzaldehyde). Conditions: time 1 hour. Isolated yield 76.4%. The solvent is CCCCC (pentane), CO (methanol). Reported procedure: Sodium borohydride (1.42 g, 37.5 mmol) was added in portions to an ice-cooled solution of 2-chloro-6-fluoro-4-methylbenzaldehyde (6.25 g, 38.2 mmol) in methanol (56 mL); once addition was complete the reaction was allowed to warm rt with stirring over 1 h and then concentrated in vacuo. The residue was partitioned between ether and saturated aqueous sodium bicarbonate solution. The layers were separated and the aqueous re-extracted with ether. The organic layers were combined, washed with H2O, d... As a reaction SMILES: [BH4-].[Na+].[Cl:3][C:4]1[CH:11]=[C:10]([CH3:12])[CH:9]=[C:8]([F:13])[C:5]=1[CH:6]=[O:7]>CO.CCCCC>[Cl:3][C:4]1[CH:11]=[C:10]([CH3:12])[CH:9]=[C:8]([F:13])[C:5]=1[CH2:6][OH:7] |f:0.1|. Product: ClC1=C(C(=CC(=C1)C)F)CO ((2-chloro-6-fluoro-4-methylphenyl)methanol). The reactants are CC1([C@H]([C@@H]1C1=CC=CC=C1)C(=O)O)C (2,2-Dimethyl-trans-3-phenylcyclopropanecarboxylic acid), NC1=CC=NC=C1 (4-aminopyridine). The product is CC1([C@H]([C@@H]1C1=CC=CC=C1)C(=O)NC1=CC=NC=C1)C (2,2-Dimethyl-trans-3-phenyl-N-(pyridin-4-yl)cyclopropanecarboxamide). The yield is 93.4%. RXN SMILES: [CH3:1][C:2]1([CH3:14])[C@@H:4]([C:5]2[CH:10]=[CH:9][CH:8]=[CH:7][CH:6]=2)[C@@H:3]1[C:11]([OH:13])=O.[NH2:15][C:16]1[CH:21]=[CH:20][N:19]=[CH:18][CH:17]=1>>[CH3:14][C:2]1([CH3:1])[C@@H:4]([C:5]2[CH:6]=[CH:7][CH:8]=[CH:9][CH:10]=2)[C@@H:3]1[C:11]([NH:15][C:16]1[CH:21]=[CH:20][N:19]=[CH:18][CH:17]=1)=[O:13]. Procedure details: 2,2-Dimethyl-trans-3-phenylcyclopropanecarboxylic acid (250 mg, 1.31 mmol) and 4-aminopyridine (123 mg, 1.31 mmol) were reacted as described under General Procedure D to furnish the title compound (326 mg, 93%) as a white foam. 1H NMR (300 MHz, CDCl3) δ 8.48-8.45 (m, 2H), 8.35 (br s, 1H), 7.63-7.60 (m, 2H), 7.31-7.16 (m, 5H), 2.87 (d, J=5.7 Hz, 1H), 1.96 (d, J=5.7 Hz, 1H), 1.40 (s, 3H), 0.97 (s, 3H). ESIMS m/z [M+H]+ 267.1. Reactants: [BH3-]C#N, NCc1ccccc1, CO, Cl, O=[N+]([O-])c1ccccc1S(=O)(=O)N1CC2C=CC1C2, [Na+], O=[O+][O-]. Product: O=[N+]([O-])c1ccccc1S(=O)(=O)N1CC2CC1CN(Cc1ccccc1)C2. Reaction SMILES: [C:32]([BH3-:33])#[N:34].[CH2:24]([c:25]1[cH:26][cH:27][cH:28][cH:29][cH:30]1)[NH2:31].[CH3:36][OH:37].[ClH:23].[N+:4](=[O:5])([O-:6])[c:7]1[c:8]([S:13](=[O:14])(=[O:15])[N:16]2[CH:17]3[CH:18]=[CH:19][CH:20]([CH2:21]2)[CH2:22]3)[cH:9][cH:10][cH:11][cH:12]1.[Na+:35].[O-:1][O+:2]=[O:3]>>[N+:4](=[O:5])([O-:6])[c:7]1[c:8]([S:13](=[O:14])(=[O:15])[N:16]2[CH:17]3[CH2:18][N:31]([CH2:24][c:25]4[cH:26][cH:27][cH:28][cH:29][cH:30]4)[CH2:19][CH:20]([CH2:21]2)[CH2:22]3)[cH:9][cH:10][cH:11][cH:12]1.